describe an organic reaction: reactants, conditions, products, and yield From a dataset of the Open Reaction Database (ORD), a public repository of structured organic reaction records. Reactants: CC(C)=O, COc1cc2c(cn1)CCCC2=NO, Cl. Product: COc1cc2c(cn1)CCCC2=O. Reaction SMILES: [CH3:15][C:16]([CH3:17])=[O:18].[CH3:1][O:2][c:3]1[n:4][cH:5][c:6]2[c:11]([cH:12]1)[C:10](=[N:13][OH:14])[CH2:9][CH2:8][CH2:7]2.[ClH:19]>>[CH3:1][O:2][c:3]1[n:4][cH:5][c:6]2[c:11]([cH:12]1)[C:10](=[O:18])[CH2:9][CH2:8][CH2:7]2. Reactants: C(C)(C)(C)OC(=O)NC1=CC(=C(C=C1)CC(=O)O)OCC(F)(F)F (4-(tert-butyloxycarbonylamino)-2-(2,2,2-trifluoroethoxy)-phenylacetic acid), 2-carbamoyl-4-(2-methylhenyl)piperazine, C=1C=CC2=C(C1)N=NN2O (HOBT), C(CCl)Cl (EDC), CCN(C(C)C)C(C)C (DIEA), CN(C)C=O (DMF). Conditions: time 14 hour. The product is FC(COC1=C(C=CC(=C1)NC(=O)OC(C)(C)C)CC(=O)N1C(CN(CC1)C1=C(C=CC=C1)C)C(N)=O)(F)F (1-(2-(2,2,2-trifluoroethoxy)-4-(tert-butyloxycarbonylamino)phenylacetyl)-2-carbamoyl-4-(2-methylphenyl)-piperazine). RXN SMILES: [C:1]([O:5][C:6]([NH:8][C:9]1[CH:14]=[CH:13][C:12]([CH2:15][C:16](O)=[O:17])=[C:11]([O:19][CH2:20][C:21]([F:24])([F:23])[F:22])[CH:10]=1)=[O:7])([CH3:4])([CH3:3])[CH3:2].[CH:25]1[CH:26]=[CH:27][C:28]2N(O)N=[N:31][C:29]=2[CH:30]=1.[CH2:35](Cl)CCl.[CH3:39][CH2:40][N:41](C(C)C)[CH:42](C)[CH3:43].C[N:49]([CH:51]=[O:52])C>>[F:22][C:21]([F:24])([F:23])[CH2:20][O:19][C:11]1[CH:10]=[C:9]([NH:8][C:6]([O:5][C:1]([CH3:4])([CH3:3])[CH3:2])=[O:7])[CH:14]=[CH:13][C:12]=1[CH2:15][C:16]([N:41]1[CH2:42][CH2:43][N:31]([C:29]2[CH:30]=[CH:25][CH:26]=[CH:27][C:28]=2[CH3:35])[CH2:39][CH:40]1[C:51](=[O:52])[NH2:49])=[O:17]. Procedure: To a stirred solution of 4-(tert-butyloxycarbonylmino)-2-(2,2,2-trifluoroethoxy)phenylacetic acid (0.20 g, 0.59 mmol) from Step 9 above in DMF (10 mL) was added 2-carbamoyl-4-(2-methylhenyl)piperazine (0.13 g, 0.59 mmol) from Step 4 of Example 1, HOBT (0.09 g, 0.6 mmol), EDC (0.15 g, 0.90 mmol), and DIEA (0.15 mL, 0.90 mmol). The solution was stirred at ambient temperature for 14 h during which time a precipitate had formed. The mixture was cooled, filtered, and the solid was washed with EtOAc a...